Dataset: the Open Reaction Database (ORD), a public repository of structured organic reaction records. Task: describe an organic reaction: reactants, conditions, products, and yield Starting materials: B(O)O (boronic acid), B(O)O (boronic acid), BrC=1N(C2=CC(=CC=C2C1C1CCCCC1)C(=O)OC)CC(=O)OC(C)(C)C (methyl 2-bromo-1-(2-tert-butoxy-2-oxoethyl)-3-cyclohexyl-1H-indole-6-carboxylate), C(=O)([O-])[O-].[Na+].[Na+] (Na2CO3), C(=O)C1=C(OC=C1)B(O)O (3-formylfuran-2-boronic acid). The reagents and catalysts are Cl[Pd]([P](C1=CC=CC=C1)(C2=CC=CC=C2)C3=CC=CC=C3)([P](C4=CC=CC=C4)(C5=CC=CC=C5)C6=CC=CC=C6)Cl (bis(triphenylphosphine)palladium(II) dichloride). Run in O1CCOCC1 (dioxane). The product is C(C)(C)(C)OC(CN1C(=C(C2=CC=C(C=C12)C(=O)OC)C1CCCCC1)C=1OC=CC1C=O)=O (methyl 1-(2-tert-butoxy-2-oxoethyl)-3-cyclohexyl-2-(3-formyl-2-furyl)-1H-indole-6-carboxylate). Yield: 38.0%. Reaction SMILES: Br[C:2]1[N:3]([CH2:21][C:22]([O:24][C:25]([CH3:28])([CH3:27])[CH3:26])=[O:23])[C:4]2[C:9]([C:10]=1[CH:11]1[CH2:16][CH2:15][CH2:14][CH2:13][CH2:12]1)=[CH:8][CH:7]=[C:6]([C:17]([O:19][CH3:20])=[O:18])[CH:5]=2.C([O-])([O-])=O.[Na+].[Na+].[CH:35]([C:37]1[CH:41]=[CH:40][O:39][C:38]=1B(O)O)=[O:36].B(O)O>O1CCOCC1.Cl[Pd](Cl)([P](C1C=CC=CC=1)(C1C=CC=CC=1)C1C=CC=CC=1)[P](C1C=CC=CC=1)(C1C=CC=CC=1)C1C=CC=CC=1>[C:25]([O:24][C:22](=[O:23])[CH2:21][N:3]1[C:4]2[C:9](=[CH:8][CH:7]=[C:6]([C:17]([O:19][CH3:20])=[O:18])[CH:5]=2)[C:10]([CH:11]2[CH2:16][CH2:15][CH2:14][CH2:13][CH2:12]2)=[C:2]1[C:38]1[O:39][CH:40]=[CH:41][C:37]=1[CH:35]=[O:36])([CH3:28])([CH3:27])[CH3:26] |f:1.2.3,^1:56,75|. Procedure details: To a solution of methyl 2-bromo-1-(2-tert-butoxy-2-oxoethyl)-3-cyclohexyl-1H-indole-6-carboxylate (prepared as described in Example 1, Step 1) in dioxane (0.04 M) was added Na2CO3 (5 eq, 2 M aqueous solution), 3-formylfuran-2-boronic acid (1.4 eq) and bis(triphenylphosphine)palladium(II) dichloride (0.2 eq). The mixture was heated at reflux for 20 mins, at which point the heat was removed and the reaction cooled slightly to allow addition of a further 1 eq of boronic acid. The reaction was then ... The reactants are CC(C)(C)OC(=O)NCCC(=O)Nc1ccc(CCCCNC(=O)OCc2ccccc2)cc1, CO. Yields the product CC(C)(C)OC(=O)NCCC(=O)Nc1ccc(CCCCN)cc1. RXN SMILES: [CH2:1]([O:2][C:3](=[O:4])[NH:10][CH2:11][CH2:12][CH2:13][CH2:14][c:15]1[cH:16][cH:17][c:18]([NH:21][C:22]([CH2:23][CH2:24][NH:25][C:26](=[O:27])[O:28][C:29]([CH3:30])([CH3:31])[CH3:32])=[O:33])[cH:19][cH:20]1)[c:5]1[cH:6][cH:7][cH:8][cH:9][cH:34]1.[CH3:35][OH:36]>>[NH2:10][CH2:11][CH2:12][CH2:13][CH2:14][c:15]1[cH:16][cH:17][c:18]([NH:21][C:22]([CH2:23][CH2:24][NH:25][C:26](=[O:27])[O:28][C:29]([CH3:30])([CH3:31])[CH3:32])=[O:33])[cH:19][cH:20]1. Starting materials: S(=O)(=O)([O-])[O-].[Na+].[Na+] (sodium sulfate), C(C)(C)(C)C1=CC=C(C=O)C=C1 (4-tert-butylbenzaldehyde), S(=O)(=O)([O-])[O-].O[NH3+].O[NH3+] (hydroxylammonium sulfate). Solvent: O (water). Reaction conditions: temperature 100 celsius. The product is C(C)(C)(C)C1=CC=C(C#N)C=C1 (4-tert-butylbenzonitrile). Reaction SMILES: S([O-])([O-])(=O)=O.[Na+].[Na+].[C:8]([C:12]1[CH:19]=[CH:18][C:15]([CH:16]=O)=[CH:14][CH:13]=1)([CH3:11])([CH3:10])[CH3:9].S([O-])([O-])(=O)=O.O[NH3+:26].O[NH3+]>O>[C:8]([C:12]1[CH:19]=[CH:18][C:15]([C:16]#[N:26])=[CH:14][CH:13]=1)([CH3:11])([CH3:10])[CH3:9] |f:0.1.2,4.5.6|. Procedure: With stirring (20 rpm), a turbine dryer is charged at room temperature with 1800 parts by weight of anhydrous sodium sulfate, 365 parts by weight of 4-tert-butylbenzaldehyde and 194 parts by weight of hydroxylammonium sulfate. Following evacuation to 25 mbar, the mixture is heated to 100° C. and stirred at this temperature for 2 hours. It is subsequently heated at 125° C. for 40 minutes, during which about 82 parts by weight of water are removed by distillation. The distillation of the nitrile i... The reactants are C(CC)N1C(C(C2=CC=CC=C12)=O)=O (1-propylindoline-2,3-dione), N1C(=O)C(=O)C2=CC=CC=C12 (isatin), BrCCCC (1-bromo-butane). Product: C(CCC)N1C(C(C2=CC=CC=C12)=O)=O (1-butylindoline-2,3-dione). Reaction SMILES: [CH2:1]([N:4]1[C:12]2[C:7](=[CH:8][CH:9]=[CH:10][CH:11]=2)[C:6](=[O:13])[C:5]1=[O:14])[CH2:2][CH3:3].N1C2C(=CC=CC=2)C(=O)[C:16]1=O.BrCCCC>>[CH2:1]([N:4]1[C:12]2[C:7](=[CH:8][CH:9]=[CH:10][CH:11]=2)[C:6](=[O:13])[C:5]1=[O:14])[CH2:2][CH2:3][CH3:16]. Procedure: Was made in an analogous fashion to 1-propylindoline-2,3-dione by reacting commercially available isatin (purchased from Fisher Scientific) with 1-bromo-butane (purchased from Fisher Scientific). 1H-NMR δ 7.68 (m, 2H), 7.11 (dd, 1H), 6.90 (d, 1H), 3.72 (t, 2H), 1.65 (q, 2H), 1.41 (m, 2H), 0.97 (t, 3H). The solvent is CC(=O)C (acetone). Yield: 60.0%. Starting materials: Cl.FC1=CC=C(C(=O)OCC=2C=NC=CC2)C=C1 (3-[(4-fluorobenzoyl)-oxymethyl]-pyridine hydrochloride), Example 1 ( a ), CI (methyl iodide). Conditions: temperature 0 celsius. Procedure details: 4.4 g. of 3-[(4-fluorobenzoyl)-oxymethyl]-pyridine hydrochloride prepared according to Example 1 (a) are dissolved in 40 ml. of acetone and 3 g. of methyl iodide are added thereto. The reaction mixture is refluxed for 30 minutes and then cooled to 0° C. The precipitated quaternary salt is separated by filtration and recrystallized from 100 ml. of anhydrous ethanol. 4.2 g. of 3-[(4-fluorobenzoyl)-oxymethyl]-pyridine methyliodide (60% of theoretical yield) are obtained; m.p.: 132°-133° C. The product is CI.FC1=CC=C(C(=O)OCC=2C=NC=CC2)C=C1 (3-[(4-fluorobenzoyl)-oxymethyl]-pyridine methyliodide). Reaction SMILES: Cl.[F:2][C:3]1[CH:18]=[CH:17][C:6]([C:7]([O:9][CH2:10][C:11]2[CH:12]=[N:13][CH:14]=[CH:15][CH:16]=2)=[O:8])=[CH:5][CH:4]=1.[CH3:19][I:20]>CC(C)=O>[CH3:19][I:20].[F:2][C:3]1[CH:18]=[CH:17][C:6]([C:7]([O:9][CH2:10][C:11]2[CH:12]=[N:13][CH:14]=[CH:15][CH:16]=2)=[O:8])=[CH:5][CH:4]=1 |f:0.1,4.5|. Procedure: 2a-(4-Bromobutyl)-2a,3,4,5-tetrahydrobenz[cd]indole-2(1H)-one (147 mg, 0.48 mmol), 1-(2-pyridyl)piperazine (86 mg, 0.53 mmol) and potassium carbonate (99 mg, 0.72 mmol) were stirred overnight in anhydrous N,N-dimethylformamide (2 ml) at 60° C. The solvent was evaporated under a reduced pressure, and the thus obtained residue was mixed with ethyl acetate and water. The reaction product was extracted with ethyl acetate, washed with saturated brine and dried with anhydrous sodium sulfate, the solve... Run in CN(C=O)C (N,N-dimethylformamide). Isolated yield 100.0%. Yields the product N1=C(C=CC=C1)N1CCN(CC1)CCCCC12C(NC=3C=CC=C(C13)CCC2)=O (2a-[4-{4-(2-Pyridyl)piperazinyl}butyl]-2a,3,4,5-tetrahydrobenz[cd]indole-2(1H)-one). The reactants are BrCCCCC12C(NC=3C=CC=C(C13)CCC2)=O (2a-(4-Bromobutyl)-2a,3,4,5-tetrahydrobenz[cd]indole-2(1H)-one), N1=C(C=CC=C1)N1CCNCC1 (1-(2-pyridyl)piperazine), C([O-])([O-])=O.[K+].[K+] (potassium carbonate). RXN SMILES: Br[CH2:2][CH2:3][CH2:4][CH2:5][C:6]12[CH2:17][CH2:16][CH2:15][C:13]3[C:14]1=[C:9]([CH:10]=[CH:11][CH:12]=3)[NH:8][C:7]2=[O:18].[N:19]1[CH:24]=[CH:23][CH:22]=[CH:21][C:20]=1[N:25]1[CH2:30][CH2:29][NH:28][CH2:27][CH2:26]1.C(=O)([O-])[O-].[K+].[K+]>CN(C)C=O>[N:19]1[CH:24]=[CH:23][CH:22]=[CH:21][C:20]=1[N:25]1[CH2:26][CH2:27][N:28]([CH2:2][CH2:3][CH2:4][CH2:5][C:6]23[CH2:17][CH2:16][CH2:15][C:13]4[C:14]2=[C:9]([CH:10]=[CH:11][CH:12]=4)[NH:8][C:7]3=[O:18])[CH2:29][CH2:30]1 |f:2.3.4|.